Dataset: the Open Reaction Database (ORD), a public repository of structured organic reaction records. Task: describe an organic reaction: reactants, conditions, products, and yield Reactants: [Al+3], O=C(Cl)c1ccccc1, [Cl-], [Cl-], [Cl-], O=[N+]([O-])c1ccccc1, O, O=c1[nH]cc[nH]1. Yields the product O=C(c1ccccc1)c1c[nH]c(=O)[nH]1. As a reaction SMILES: [Al+3:17].[C:20]([c:21]1[cH:22][cH:23][cH:24][cH:25][cH:26]1)(=[O:27])[Cl:28].[Cl-:16].[Cl-:18].[Cl-:19].[O-:1][N+:2]([c:3]1[cH:4][cH:5][cH:6][cH:7][cH:8]1)=[O:9].[OH2:29].[nH:10]1[c:11](=[O:15])[nH:12][cH:13][cH:14]1>>[nH:10]1[c:11](=[O:15])[nH:12][cH:13][c:14]1[C:20]([c:21]1[cH:22][cH:23][cH:24][cH:25][cH:26]1)=[O:27]. The reactants are CC(C)CNc1cc(NC(=O)OC(C)(C)C)c(NC(=O)CC(=O)c2cccc(-n3cncn3)c2)cc1C(F)(F)F, ClCCl, O=C(O)C(F)(F)F. Yields the product CC(C)CNc1cc2c(cc1C(F)(F)F)NC(=O)CC(c1cccc(-n3cncn3)c1)=N2. Reaction SMILES: [C:1]([O:2][C:3](=[O:4])[NH:7][c:8]1[c:9]([NH:23][C:24]([CH2:25][C:26](=[O:5])[c:27]2[cH:28][c:29](-[n:33]3[n:34][cH:35][n:36][cH:37]3)[cH:30][cH:31][cH:32]2)=[O:39])[cH:10][c:11]([C:19]([F:20])([F:21])[F:22])[c:12]([NH:14][CH2:15][CH:16]([CH3:17])[CH3:18])[cH:13]1)([CH3:6])([CH3:38])[CH3:40].[Cl:48][CH2:49][Cl:50].[F:41][C:42]([F:43])([F:44])[C:45]([OH:46])=[O:47]>>[N:7]1=[C:26]([c:27]2[cH:28][c:29](-[n:33]3[n:34][cH:35][n:36][cH:37]3)[cH:30][cH:31][cH:32]2)[CH2:25][C:24](=[O:39])[NH:23][c:9]2[c:8]1[cH:13][c:12]([NH:14][CH2:15][CH:16]([CH3:17])[CH3:18])[c:11]([C:19]([F:20])([F:21])[F:22])[cH:10]2. Reactants: O=C1CCC(=O)N1Br, CC#N, N#Cc1cc(N)n(-c2c(Cl)cc(-c3ccc(C(F)(F)F)cc3)cc2Cl)n1. Product: N#Cc1nn(-c2c(Cl)cc(-c3ccc(C(F)(F)F)cc3)cc2Cl)c(N)c1Br. Reaction SMILES: [Br:27][N:28]1[C:29](=[O:30])[CH2:31][CH2:32][C:33]1=[O:34].[CH3:35][C:36]#[N:37].[Cl:1][c:2]1[c:3](-[n:19]2[n:20][c:21]([C:25]#[N:26])[cH:22][c:23]2[NH2:24])[c:4]([Cl:18])[cH:5][c:6](-[c:8]2[cH:9][cH:10][c:11]([C:14]([F:15])([F:16])[F:17])[cH:12][cH:13]2)[cH:7]1>>[Cl:1][c:2]1[c:3](-[n:19]2[n:20][c:21]([C:25]#[N:26])[c:22]([Br:27])[c:23]2[NH2:24])[c:4]([Cl:18])[cH:5][c:6](-[c:8]2[cH:9][cH:10][c:11]([C:14]([F:15])([F:16])[F:17])[cH:12][cH:13]2)[cH:7]1.